Dataset: the Open Reaction Database (ORD), a public repository of structured organic reaction records. Task: describe an organic reaction: reactants, conditions, products, and yield Starting materials: N#CCl (cyanogen chloride), CC=1C=NC=CC1 (3-methylpyridine). Run in [OH-].[Na+] (sodium hydroxide). Yields the product N1=CC(=CC=C1)CC#N (pyridine-3-acetonitrile). RXN SMILES: [N:1]#[C:2]Cl.[CH3:4][C:5]1[CH:6]=[N:7][CH:8]=[CH:9][CH:10]=1>[OH-].[Na+]>[N:7]1[CH:8]=[CH:9][CH:10]=[C:5]([CH2:4][C:2]#[N:1])[CH:6]=1 |f:2.3|. Reported procedure: As the reactor there was used a quartz tube 1 meter long and 20 mm wide which was heated from the outside. There were fed into the tube separately from each other in homogeneous flow hourly 7.1 grams (0.12 mole) of cyanogen chloride and 42.8 grams (0.46 mole) of 3-methylpyridine) both of which were preheated to 550° C. The reaction temperature was 680° C. The reaction mixture was treated hourly with 1.2 liters of 5 percent aqueous sodium hydroxide solution in a gas washer directly post-connected...